From a dataset of the Open Reaction Database (ORD), a public repository of structured organic reaction records. describe an organic reaction: reactants, conditions, products, and yield Starting materials: CCCOc1ccc2[nH]cc(CN(C)C)c2c1Cl, CI, N#C[K], CN(C)C=O. The product is CCCOc1ccc2[nH]cc(CC#N)c2c1Cl. Reaction SMILES: [CH3:1][N:2]([CH3:3])[CH2:4][c:5]1[cH:6][nH:7][c:8]2[cH:9][cH:10][c:11]([O:15][CH2:16][CH2:17][CH3:18])[c:12]([Cl:14])[c:13]12.[CH3:22][I:23].[K:19][C:20]#[N:21].[O:24]=[CH:25][N:26]([CH3:27])[CH3:28]>>[CH2:4]([c:5]1[cH:6][nH:7][c:8]2[cH:9][cH:10][c:11]([O:15][CH2:16][CH2:17][CH3:18])[c:12]([Cl:14])[c:13]12)[C:20]#[N:21].